Dataset: the Open Reaction Database (ORD), a public repository of structured organic reaction records. Task: describe an organic reaction: reactants, conditions, products, and yield Starting materials: O=S(=O)(O)c1ccc(OCC2CC2)cc1, [Na], CN(C)C=O, O, O=S(Cl)Cl. Yields the product O=S(=O)(Cl)c1ccc(OCC2CC2)cc1. Reaction SMILES: [CH:2]1([CH2:5][O:6][c:7]2[cH:8][cH:9][c:10]([S:13](=[O:14])(=[O:15])[OH:16])[cH:11][cH:12]2)[CH2:3][CH2:4]1.[Na:1].[O:21]=[CH:22][N:23]([CH3:24])[CH3:25].[OH2:26].[S:17]([Cl:18])([Cl:19])=[O:20]>>[CH:2]1([CH2:5][O:6][c:7]2[cH:8][cH:9][c:10]([S:13](=[O:14])(=[O:16])[Cl:19])[cH:11][cH:12]2)[CH2:3][CH2:4]1. Reactants: N#Cc1ccc(Br)cn1, O=C([O-])[O-], [K+], [K+], CC(C)(C)OC(=O)N1CCCCC1C(=O)NC(Cc1ccc(B2OC(C)(C)C(C)(C)O2)cc1)C(N)=O, C1COCCO1, O. Product: CC(C)(C)OC(=O)N1CCCCC1C(=O)NC(Cc1ccc(-c2ccc(C#N)nc2)cc1)C(N)=O. Reaction SMILES: [Br:37][c:38]1[cH:39][cH:40][c:41]([C:44]#[N:45])[n:42][cH:43]1.[C:46](=[O:47])([O-:48])[O-:49].[K+:50].[K+:51].[NH2:1][C:2]([CH:3]([CH2:4][c:5]1[cH:6][cH:7][c:8]([B:11]2[O:12][C:13]([CH3:14])([CH3:15])[C:16]([CH3:17])([CH3:18])[O:19]2)[cH:9][cH:10]1)[NH:20][C:21](=[O:22])[CH:23]1[N:24]([C:29](=[O:30])[O:31][C:32]([CH3:33])([CH3:34])[CH3:35])[CH2:25][CH2:26][CH2:27][CH2:28]1)=[O:36].[O:52]1[CH2:53][CH2:54][O:55][CH2:56][CH2:57]1.[OH2:58]>>[NH2:1][C:2]([CH:3]([CH2:4][c:5]1[cH:6][cH:7][c:8](-[c:38]2[cH:39][cH:40][c:41]([C:44]#[N:45])[n:42][cH:43]2)[cH:9][cH:10]1)[NH:20][C:21](=[O:22])[CH:23]1[N:24]([C:29](=[O:30])[O:31][C:32]([CH3:33])([CH3:34])[CH3:35])[CH2:25][CH2:26][CH2:27][CH2:28]1)=[O:36]. Starting materials: aqueous solution, [OH-].[Na+] (sodium hydroxide), C1(=CC=CC=C1)C(N1CCN(CC1)CCCCC=1C=CC=2N(N1)C=C(N2)C(C(=O)OCC)(C)C)C2=CC=CC=C2 (ethyl 2-[6-[4-[4-(diphenylmethyl)piperazino] butyl]imidazo[1,2-b]pyridazin-2-yl]-2-methylpropionate). Run in C(C)O (ethanol). The product is C1(=CC=CC=C1)C(N1CCN(CC1)CCCCC=1C=CC=2N(N1)C=C(N2)C(C(=O)O)(C)C)C2=CC=CC=C2 (2-[6-[4-[4-(diphenylmethyl)piperazino]butyl] imidazo[1,2-b]pyridazin-2-yl]-2-methylpropionic acid). Isolated yield 84.5%. RXN SMILES: [C:1]1([CH:7]([C:35]2[CH:40]=[CH:39][CH:38]=[CH:37][CH:36]=2)[N:8]2[CH2:13][CH2:12][N:11]([CH2:14][CH2:15][CH2:16][CH2:17][C:18]3[CH:19]=[CH:20][C:21]4[N:22]([CH:24]=[C:25]([C:27]([CH3:34])([CH3:33])[C:28]([O:30]CC)=[O:29])[N:26]=4)[N:23]=3)[CH2:10][CH2:9]2)[CH:6]=[CH:5][CH:4]=[CH:3][CH:2]=1.[OH-].[Na+]>C(O)C>[C:35]1([CH:7]([C:1]2[CH:6]=[CH:5][CH:4]=[CH:3][CH:2]=2)[N:8]2[CH2:9][CH2:10][N:11]([CH2:14][CH2:15][CH2:16][CH2:17][C:18]3[CH:19]=[CH:20][C:21]4[N:22]([CH:24]=[C:25]([C:27]([CH3:34])([CH3:33])[C:28]([OH:30])=[O:29])[N:26]=4)[N:23]=3)[CH2:12][CH2:13]2)[CH:40]=[CH:39][CH:38]=[CH:37][CH:36]=1 |f:1.2|. Procedure: 482 mg of ethyl 2-[6-[4-[4-(diphenylmethyl)piperazino] butyl]imidazo[1,2-b]pyridazin-2-yl]-2-methylpropionate was dissolved in 2 ml of ethanol; 1.8 ml of a 1 N aqueous solution of sodium hydroxide was added, followed by thermal refluxing for 1 hour. After cooling, the mixture was concentrated under reduced pressure; the residue was diluted with water and ajusted to pH 5 by the addition of 1 N hydrochloric acid. Ethyl acetate was added to cause crystallization; the crystal precipitated was washed... The reactants are Cc1cc(Br)nc(C)c1N, CC(C)(C)CC(=O)Cl, ClCCl, c1ccncc1. The product is Cc1cc(Br)nc(C)c1NC(=O)CC(C)(C)C. As a reaction SMILES: [Br:1][c:2]1[cH:3][c:4]([CH3:10])[c:5]([NH2:9])[c:6]([CH3:8])[n:7]1.[C:17]([CH3:18])([CH3:19])([CH3:20])[CH2:21][C:22](=[O:23])[Cl:24].[Cl:25][CH2:26][Cl:27].[cH:11]1[cH:12][cH:13][n:14][cH:15][cH:16]1>>[Br:1][c:2]1[cH:3][c:4]([CH3:10])[c:5]([NH:9][C:22]([CH2:21][C:17]([CH3:18])([CH3:19])[CH3:20])=[O:23])[c:6]([CH3:8])[n:7]1. Starting materials: ClC1=NC(=CC(=C1)C1=NC(=NN1CC(=O)NCC)NC1=CC2=C(OC(O2)(F)F)C=C1)C (2-[5-(2-Chloro-6-methyl-pyridin-4-yl)-3-(2,2-difluoro-benzo[1,3]dioxol-5-ylamino)-[1,2,4]triazol-1-yl]-N-ethyl-acetamide), C1CCOC1 (THF), CN1C(CCC1)=O (1-methyl-2-pyrrolidinone), C[Mg+].[Br-] (CH3MgBr). Reagents/catalysts: C/C(=C/C(=O)C)/[O-].C/C(=C/C(=O)C)/[O-].C/C(=C/C(=O)C)/[O-].[Fe+3] (Iron(III) acetylacetonate). Solvent: CO (CH3OH), C(C)OCC (diethyl ether). Yields the product FC1(OC2=C(O1)C=CC(=C2)NC2=NN(C(=N2)C2=CC(=NC(=C2)C)C)CC(=O)NCC)F (2-[3-(2,2-Difluoro-benzo[1,3]dioxol-5-ylamino)-5-(2,6-dimethyl-pyridin-4-yl)-[1,2,4]-triazol-1-yl]-N-ethyl-acetamide). Reaction SMILES: Cl[C:2]1[CH:7]=[C:6]([C:8]2[N:12]([CH2:13][C:14]([NH:16][CH2:17][CH3:18])=[O:15])[N:11]=[C:10]([NH:19][C:20]3[CH:30]=[CH:29][C:23]4[O:24][C:25]([F:28])([F:27])[O:26][C:22]=4[CH:21]=3)[N:9]=2)[CH:5]=[C:4]([CH3:31])[N:3]=1.[CH2:32]1COCC1.CN1CCCC1=O.C[Mg+].[Br-]>C(OCC)C.C/C(/[O-])=C/C(C)=O.C/C(/[O-])=C/C(C)=O.C/C(/[O-])=C/C(C)=O.[Fe+3].CO>[F:27][C:25]1([F:28])[O:24][C:23]2[CH:29]=[CH:30][C:20]([NH:19][C:10]3[N:9]=[C:8]([C:6]4[CH:5]=[C:4]([CH3:31])[N:3]=[C:2]([CH3:32])[CH:7]=4)[N:12]([CH2:13][C:14]([NH:16][CH2:17][CH3:18])=[O:15])[N:11]=3)=[CH:21][C:22]=2[O:26]1 |f:3.4,6.7.8.9|. Procedure details: Intermediate D4 (0.70 g; 0.0016 mol), Iron(III) acetylacetonate (0.067 g; 0.0002 mol), THF (20 ml) and 1-methyl-2-pyrrolidinone (5 ml) were stirred at 0° C. under N2. Excess CH3MgBr in diethyl ether (2 M) was added and the mixture was brought to room temperature. The reaction mixture was then decomposed with CH3OH and evaporated in vacuo. Water and CH2Cl2 were added and the mixture was filtered over dicalite. The filtrate was evaporated and water and DIPE were added. The precipitate was filtered...